Task: describe an organic reaction: reactants, conditions, products, and yield. Dataset: the Open Reaction Database (ORD), a public repository of structured organic reaction records Reactants: [BH3-]C#N, CC(=O)O, CC(=O)c1cn(CC(=O)Nc2sc3c(c2C(N)=O)CCCC3)nc1C(F)(F)F, CO, NCCF, [Na+]. Yields the product CC(NCCF)c1cn(CC(=O)Nc2sc3c(c2C(N)=O)CCCC3)nc1C(F)(F)F. RXN SMILES: [C:33]([BH3-:34])#[N:35].[C:39]([OH:40])(=[O:41])[CH3:42].[C:5]([CH3:6])(=[O:7])[c:8]1[c:9]([C:29]([F:30])([F:31])[F:32])[n:10][n:11]([CH2:13][C:14](=[O:15])[NH:16][c:17]2[c:18]([C:26](=[O:27])[NH2:28])[c:19]3[c:20]([s:21]2)[CH2:22][CH2:23][CH2:24][CH2:25]3)[cH:12]1.[CH3:37][OH:38].[F:1][CH2:2][CH2:3][NH2:4].[Na+:36]>>[F:1][CH2:2][CH2:3][NH:4][CH:5]([CH3:6])[c:8]1[c:9]([C:29]([F:30])([F:31])[F:32])[n:10][n:11]([CH2:13][C:14](=[O:15])[NH:16][c:17]2[c:18]([C:26](=[O:27])[NH2:28])[c:19]3[c:20]([s:21]2)[CH2:22][CH2:23][CH2:24][CH2:25]3)[cH:12]1. The reactants are CCCCCCCCCC(C)NC(=O)C=C(C)c1cccc([N+](=O)[O-])c1, CC(=O)O, [Fe]. Product: CCCCCCCCCC(C)NC(=O)C=C(C)c1cccc(N)c1. As a reaction SMILES: [CH3:1][CH:2]([CH2:3][CH2:4][CH2:5][CH2:6][CH2:7][CH2:8][CH2:9][CH2:10][CH3:11])[NH:12][C:13]([CH:14]=[C:15]([CH3:16])[c:17]1[cH:18][c:19]([N+:23]([O-:24])=[O:25])[cH:20][cH:21][cH:22]1)=[O:26].[CH3:27][C:28](=[O:29])[OH:30].[Fe:31]>>[CH3:1][CH:2]([CH2:3][CH2:4][CH2:5][CH2:6][CH2:7][CH2:8][CH2:9][CH2:10][CH3:11])[NH:12][C:13]([CH:14]=[C:15]([CH3:16])[c:17]1[cH:18][c:19]([NH2:23])[cH:20][cH:21][cH:22]1)=[O:26].